This data is from the Open Reaction Database (ORD), a public repository of structured organic reaction records. The task is: describe an organic reaction: reactants, conditions, products, and yield The reactants are Br, Br, CC(=O)O, CSc1c(F)cc(C(C)=O)cc1F, O. Yields the product CSc1c(F)cc(C(=O)CBr)cc1F. RXN SMILES: [Br:14].[BrH:16].[CH3:17][C:18](=[O:19])[OH:20].[F:1][c:2]1[cH:3][c:4]([C:11]([CH3:12])=[O:13])[cH:5][c:6]([F:10])[c:7]1[S:8][CH3:9].[OH2:15]>>[F:1][c:2]1[cH:3][c:4]([C:11]([CH2:12][Br:16])=[O:13])[cH:5][c:6]([F:10])[c:7]1[S:8][CH3:9]. The reactants are O[C@H]1C(=O)OCC1 ((R)-α-hydroxy-γ-butyrolactone), S(=O)(=O)(C1=CC=C(C)C=C1)Cl (tosyl chloride), C(=O)([O-])[O-].[K+].[K+] (K2CO3). Solvent: C(Cl)Cl (CH2Cl2). Reaction conditions: time 8 hour. The product is S(=O)(=O)(C1=CC=C(C)C=C1)O[C@H]1C(=O)OCC1 ((R)-α-tosyloxy-γ-butyrolactone). Yield: 87.6%. RXN SMILES: [OH:1][C@@H:2]1[CH2:7][CH2:6][O:5][C:3]1=[O:4].[S:8](Cl)([C:11]1[CH:17]=[CH:16][C:14]([CH3:15])=[CH:13][CH:12]=1)(=[O:10])=[O:9].C([O-])([O-])=O.[K+].[K+]>C(Cl)Cl>[S:8]([O:1][C@@H:2]1[CH2:7][CH2:6][O:5][C:3]1=[O:4])([C:11]1[CH:17]=[CH:16][C:14]([CH3:15])=[CH:13][CH:12]=1)(=[O:10])=[O:9] |f:2.3.4|. Procedure details: A suspension of (R)-α-hydroxy-γ-butyrolactone (3.5 g, 34.3 mmol), tosyl chloride (10.0 g, 52.6 mmol), and K2CO3 (2.23 g, 16.2 mmol) in dry CH2Cl2 (50 mL) was stirred at room temperature overnight. The reaction mixture was filtered, and the filtrate washed with 1M phosphate buffer pH=7 (2×50 mL), 3 M NaCl (aq.) (1×50 mL), dried with Na2SO4, filtered and evaporated to dryness to give the crude product. The crude product was triturated by PE40/60 (50 mL) and stirred for 30 minutes. The precipitate ... The reactants are FC1=C(C(=C(C(=C1S)F)F)F)F (Pentafluorothiophenol), [OH-].[Na+] (sodium hydroxide), Cl.N1=C(C=CC=C1)CCl (2-picolyl chloride, hydrochloride). Solvent: C(C)O (ethanol), C(C)O (ethanol). Run at time 4 hour. Yields the product Cl.FC1=C(C(=C(C(=C1SCC1=NC=CC=C1)F)F)F)F (2-(((pentafluorophenyl)thio)methyl)pyridine, hydrochloride). Isolated yield 61.1%. As a reaction SMILES: [F:1][C:2]1[C:7]([SH:8])=[C:6]([F:9])[C:5]([F:10])=[C:4]([F:11])[C:3]=1[F:12].[OH-].[Na+].Cl.[N:16]1[CH:21]=[CH:20][CH:19]=[CH:18][C:17]=1[CH2:22][Cl:23]>C(O)C>[ClH:23].[F:1][C:2]1[C:7]([S:8][CH2:22][C:17]2[CH:18]=[CH:19][CH:20]=[CH:21][N:16]=2)=[C:6]([F:9])[C:5]([F:10])=[C:4]([F:11])[C:3]=1[F:12] |f:1.2,3.4,6.7|. Reported procedure: Pentafluorothiophenol (5 g) was added to a solution of sodium hydroxide (2.0 g) in ethanol (50 ml) and the resulting solution was treated with a solution of 2-picolyl chloride, hydrochloride (4.1 g) in ethanol (25 ml). The mixture was stirred at ambient temperature for 4 hours, filtered through Kieselghur and the solvent removed by evaporation. The residue was converted into the hydrochloride with ethereal HCl solution and this was recrystallised from acetone-ether to give 2-(((pentafluorophenyl... Reactants: C(C)OC(=O)[C@H]1CN(C[C@@H]1C(=O)O)C(=O)OC(C)(C)C ((3R,4R)-Pyrrolidine-1,3,4-tricarboxylic acid-1-tert-butyl ester-3-ethyl ester), NC1=C(C=C(C=C1)N1C(C=CC=C1)=O)F (1-(4-amino-3-fluoro-phenyl)-1H-pyridin-2-one), C(C)(C)N(C(C)C)CC (N,N-diisopropyl ethyl amin), C1COC(=O)N1P(=O)(N2CCOC2=O)Cl (BOP-CL). The solvent is C(C)#N (acetonitrile). Run at temperature 25 celsius, time 30 minute. Yields the product C(C)OC(=O)[C@H]1CN(C[C@@H]1C(NC1=C(C=C(C=C1)N1C(C=CC=C1)=O)F)=O)C(=O)OC(C)(C)C ((3R,4R)-4-[2-Fluoro-4-(2-oxo-2H-pyridin-1-yl)-phenylcarbamoyl]-pyrrolidine-1,3-dicarboxylic acid 1-tert-butyl ester 3-ethyl ester). RXN SMILES: [CH2:1]([O:3][C:4]([C@@H:6]1[C@@H:10]([C:11]([OH:13])=O)[CH2:9][N:8]([C:14]([O:16][C:17]([CH3:20])([CH3:19])[CH3:18])=[O:15])[CH2:7]1)=[O:5])[CH3:2].C(N(CC)C(C)C)(C)C.C1N(P(Cl)(N2C(=O)OCC2)=O)C(=O)OC1.[NH2:45][C:46]1[CH:51]=[CH:50][C:49]([N:52]2[CH:57]=[CH:56][CH:55]=[CH:54][C:53]2=[O:58])=[CH:48][C:47]=1[F:59]>C(#N)C>[CH2:1]([O:3][C:4]([C@@H:6]1[C@@H:10]([C:11](=[O:13])[NH:45][C:46]2[CH:51]=[CH:50][C:49]([N:52]3[CH:57]=[CH:56][CH:55]=[CH:54][C:53]3=[O:58])=[CH:48][C:47]=2[F:59])[CH2:9][N:8]([C:14]([O:16][C:17]([CH3:20])([CH3:19])[CH3:18])=[O:15])[CH2:7]1)=[O:5])[CH3:2]. Procedure: Compound 7a (1.85 g; 6 mmol) is suspended in acetonitrile (20 ml) and N,N-diisopropyl ethyl amin (1.65 ml; 10 mmol) is added at 25° C. BOP-CL (2.46 g; 10 mmol) is added as a solid and after stirring for 30 min at 25° C. 1-(4-amino-3-fluoro-phenyl)-1H-pyridin-2-one (1.45 g; 7 mmol) is added to the reaction mixture. The mixture is stirred for 4 d at 25° C., evaporated to dryness and dissolved in ethyl acetate (200 ml). The organic phase is washed with 2 N HCl (50 ml), with 10% aqueous Na2CO3 solut... Reactants: BrC1=CN=C2N1C=C(C(=N2)C2=CC=C(C=O)C=C2)C2=CC=CC=C2 (4-(3-bromo-6-phenylimidazo[1,2-a]pyrimidin-7-yl)benzaldehyde), C1CC(=O)N(C1=O)Cl (NCS). Product: ClC1=CN=C2N1C=C(C(=N2)C2=CC=C(C=O)C=C2)C2=CC=CC=C2 (4-(3-chloro-6-phenylimidazo[1,2-a]pyrimidin-7-yl)benzaldehyde). Reaction SMILES: Br[C:2]1[N:6]2[CH:7]=[C:8]([C:19]3[CH:24]=[CH:23][CH:22]=[CH:21][CH:20]=3)[C:9]([C:11]3[CH:18]=[CH:17][C:14]([CH:15]=[O:16])=[CH:13][CH:12]=3)=[N:10][C:5]2=[N:4][CH:3]=1.C1C(=O)N([Cl:32])C(=O)C1>>[Cl:32][C:2]1[N:6]2[CH:7]=[C:8]([C:19]3[CH:24]=[CH:23][CH:22]=[CH:21][CH:20]=3)[C:9]([C:11]3[CH:18]=[CH:17][C:14]([CH:15]=[O:16])=[CH:13][CH:12]=3)=[N:10][C:5]2=[N:4][CH:3]=1. Procedure details: The compound was synthesized in a manner according to 4-(3-bromo-6-phenylimidazo[1,2-a]pyrimidin-7-yl)benzaldehyde by using NCS instead of NBS. The reactants are CN(C)C=O, O=C(Cl)C(=O)Cl, ClCCl, O=C(O)C12Cc3cnn(-c4ccc(F)cc4)c3C=C1CCN(S(=O)(=O)c1ccc(N3CCOCC3)nc1)C2. Yields the product O=C(Cl)C12Cc3cnn(-c4ccc(F)cc4)c3C=C1CCN(S(=O)(=O)c1ccc(N3CCOCC3)nc1)C2. RXN SMILES: [CH3:45][N:46]([CH3:47])[CH:48]=[O:49].[Cl:39][C:40]([C:41]([Cl:42])=[O:43])=[O:44].[Cl:50][CH2:51][Cl:52].[F:1][c:2]1[cH:3][cH:4][c:5](-[n:8]2[n:9][cH:10][c:11]3[c:12]2[CH:13]=[C:14]2[CH2:15][CH2:16][N:17]([S:24](=[O:25])(=[O:26])[c:27]4[cH:28][n:29][c:30]([N:33]5[CH2:34][CH2:35][O:36][CH2:37][CH2:38]5)[cH:31][cH:32]4)[CH2:18][C:19]2([C:21](=[O:22])[OH:23])[CH2:20]3)[cH:6][cH:7]1>>[F:1][c:2]1[cH:3][cH:4][c:5](-[n:8]2[n:9][cH:10][c:11]3[c:12]2[CH:13]=[C:14]2[CH2:15][CH2:16][N:17]([S:24](=[O:25])(=[O:26])[c:27]4[cH:28][n:29][c:30]([N:33]5[CH2:34][CH2:35][O:36][CH2:37][CH2:38]5)[cH:31][cH:32]4)[CH2:18][C:19]2([C:21](=[O:22])[Cl:39])[CH2:20]3)[cH:6][cH:7]1.